This data is from the Open Reaction Database (ORD), a public repository of structured organic reaction records. The task is: describe an organic reaction: reactants, conditions, products, and yield The reactants are B, CSC, CC(=O)O, CO, ClC(Cl)Cl, [H][H], CN(C)C(=O)c1cnc(OCC(O)CN)s1, C1CCOC1, O. Product: CN(C)Cc1cnc(OCC(O)CN)s1. RXN SMILES: [BH3:20].[CH3:17][S:18][CH3:19].[CH3:21][C:22](=[O:23])[OH:24].[CH3:36][OH:37].[CH:32]([Cl:33])([Cl:34])[Cl:35].[H:25][H:26].[NH2:1][CH2:2][CH:3]([CH2:4][O:5][c:6]1[s:7][c:8]([C:11]([N:12]([CH3:13])[CH3:14])=[O:15])[cH:9][n:10]1)[OH:16].[O:27]1[CH2:28][CH2:29][CH2:30][CH2:31]1.[OH2:38]>>[NH2:1][CH2:2][CH:3]([CH2:4][O:5][c:6]1[s:7][c:8]([CH2:11][N:12]([CH3:13])[CH3:14])[cH:9][n:10]1)[OH:16]. Reactants: BrC=1C=C2C(=CC1)OC(CC21NC(=NC1=O)OCC)(C)C (6-bromo-2′-ethoxy-2,2-dimethylspiro[chroman-4,4′-imidazol]-5′(3′H)-one), N.O (NH3.H2O). The solvent is CCO (EtOH). The product is NC1=NC(C2(N1)CC(OC1=CC=C(C=C12)Br)(C)C)=O (2′-amino-6-bromo-2,2-dimethylspiro[chroman-4,4′-imidazol]-5′(3′H)-one). Isolated yield 30.0%. As a reaction SMILES: [Br:1][C:2]1[CH:3]=[C:4]2[C:11]3([C:15](=[O:16])[N:14]=[C:13](OCC)[NH:12]3)[CH2:10][C:9]([CH3:21])([CH3:20])[O:8][C:5]2=[CH:6][CH:7]=1.[NH3:22].O>CCO>[NH2:22][C:13]1[NH:12][C:11]2([C:4]3[C:5](=[CH:6][CH:7]=[C:2]([Br:1])[CH:3]=3)[O:8][C:9]([CH3:20])([CH3:21])[CH2:10]2)[C:15](=[O:16])[N:14]=1 |f:1.2|. Procedure: To a solution of 6-bromo-2′-ethoxy-2,2-dimethylspiro[chroman-4,4′-imidazol]-5′(3′H)-one (500 mg, 1.42 mmol) in EtOH (30 mL) was added NH3.H2O (30 mL). The mixture was refluxed for 18 h. The solvent was removed in vacuo to give a residue, which was purified by preparative TLC to give 2′-amino-6-bromo-2,2-dimethylspiro[chroman-4,4′-imidazol]-5′(3′H)-one (120 mg, 30%). The reactants are C(C)N(S(=O)(=O)C=1C=C(C(=O)O)C=CC1)[C@@H]1CC[C@H](CC1)C(=O)OC (3-{ethyl[trans-4-(methoxycarbonyl)cyclohexyl]sulfamoyl}benzoic acid), C(C(=O)Cl)(=O)Cl (oxalyl chloride), NC=1SC2=C(C1C(=O)NC1=CC=C(C=C1)CCC1=CC=C(C(=O)OC)C=C1)CCCC2 (methyl 4-[2-(4-{[(2-amino-4,5,6,7-tetrahydro-1-benzothiophen-3-yl)carbonyl]amino}phenyl)ethyl]benzoate). Reagents/catalysts: CN(C)C=O (DMF). The solvent is ClCCl (dichloromethane), ClCCl (dichloromethane), N1=CC=CC=C1 (pyridine). Run at time 2 hour. Product: C(C)N(S(=O)(=O)C=1C=C(C(=O)NC=2SC3=C(C2C(=O)NC2=CC=C(C=C2)CCC2=CC=C(C(=O)OC)C=C2)CCCC3)C=CC1)[C@@H]1CC[C@H](CC1)C(=O)OC (methyl 4-(2-{4-[({2-[(3-{ethyl[trans-4-(methoxycarbonyl)cyclohexyl]sulfamoyl}benzoyl)amino]-4,5,6,7-tetrahydro-1-benzothiophen-3-yl}carbonyl)amino]phenyl}ethyl)benzoate). Yield: 70.8%. RXN SMILES: [CH2:1]([N:3]([C@H:16]1[CH2:21][CH2:20][C@H:19]([C:22]([O:24][CH3:25])=[O:23])[CH2:18][CH2:17]1)[S:4]([C:7]1[CH:8]=[C:9]([CH:13]=[CH:14][CH:15]=1)[C:10](O)=[O:11])(=[O:6])=[O:5])[CH3:2].C(Cl)(=O)C(Cl)=O.[NH2:32][C:33]1[S:34][C:35]2[CH2:62][CH2:61][CH2:60][CH2:59][C:36]=2[C:37]=1[C:38]([NH:40][C:41]1[CH:46]=[CH:45][C:44]([CH2:47][CH2:48][C:49]2[CH:58]=[CH:57][C:52]([C:53]([O:55][CH3:56])=[O:54])=[CH:51][CH:50]=2)=[CH:43][CH:42]=1)=[O:39]>CN(C=O)C.ClCCl.N1C=CC=CC=1>[CH2:1]([N:3]([C@H:16]1[CH2:21][CH2:20][C@H:19]([C:22]([O:24][CH3:25])=[O:23])[CH2:18][CH2:17]1)[S:4]([C:7]1[CH:8]=[C:9]([CH:13]=[CH:14][CH:15]=1)[C:10]([NH:32][C:33]1[S:34][C:35]2[CH2:62][CH2:61][CH2:60][CH2:59][C:36]=2[C:37]=1[C:38]([NH:40][C:41]1[CH:42]=[CH:43][C:44]([CH2:47][CH2:48][C:49]2[CH:50]=[CH:51][C:52]([C:53]([O:55][CH3:56])=[O:54])=[CH:57][CH:58]=2)=[CH:45][CH:46]=1)=[O:39])=[O:11])(=[O:6])=[O:5])[CH3:2]. Procedure details: A mixture of 319 mg of 3-{ethyl[trans-4-(methoxycarbonyl)cyclohexyl]sulfamoyl}benzoic acid, 0.10 mL of oxalyl chloride, 2.5 mL of dichloromethane, and one drop of DMF was stirred at room temperature for 2 hours, and then the reaction mixture was concentrated under reduced pressure. A mixture of the obtained crude product and 2.5 mL of dichloromethane was added to a mixture of 0.050 mL of pyridine, 250 mg of methyl 4-[2-(4-{[(2-amino-4,5,6,7-tetrahydro-1-benzothiophen-3-yl)carbonyl]amino}phenyl)e...